The task is: describe an organic reaction: reactants, conditions, products, and yield. This data is from the Open Reaction Database (ORD), a public repository of structured organic reaction records. Starting materials: CC(C)(O)CN1CCN(c2cccc([N+](=O)[O-])c2)CC1, CO, [H][H]. The product is CC(C)(O)CN1CCN(c2cccc(N)c2)CC1. RXN SMILES: [CH3:1][C:2]([CH2:3][N:4]1[CH2:5][CH2:6][N:7]([c:10]2[cH:11][c:12]([N+:16]([O-:17])=[O:18])[cH:13][cH:14][cH:15]2)[CH2:8][CH2:9]1)([CH3:19])[OH:20].[CH3:23][OH:24].[H:21][H:22]>>[CH3:1][C:2]([CH2:3][N:4]1[CH2:5][CH2:6][N:7]([c:10]2[cH:11][c:12]([NH2:16])[cH:13][cH:14][cH:15]2)[CH2:8][CH2:9]1)([CH3:19])[OH:20]. Reaction SMILES: [CH2:29]([C:30]#[CH:31])[OH:32].[CH:100]([Cl:101])([Cl:102])[Cl:103].[CH:33]([N:34]([CH:35]([CH3:36])[CH3:37])[CH2:38][CH3:39])([CH3:40])[CH3:41].[Cu:42][I:43].[I:1][c:2]1[cH:3][c:4]([C:5]#[N:6])[cH:7][cH:8][cH:9]1.[O:104]1[CH2:105][CH2:106][CH2:107][CH2:108]1.[O:46]=[C:47]([CH:48]=[CH:49][c:50]1[cH:51][cH:52][cH:53][cH:54][cH:55]1)[CH:56]=[CH:57][c:58]1[cH:59][cH:60][cH:61][cH:62][cH:63]1.[O:64]=[C:65]([CH:66]=[CH:67][c:68]1[cH:69][cH:70][cH:71][cH:72][cH:73]1)[CH:74]=[CH:75][c:76]1[cH:77][cH:78][cH:79][cH:80][cH:81]1.[O:82]=[C:83]([CH:84]=[CH:85][c:86]1[cH:87][cH:88][cH:89][cH:90][cH:91]1)[CH:92]=[CH:93][c:94]1[cH:95][cH:96][cH:97][cH:98][cH:99]1.[Pd:44].[Pd:45].[c:10]1([P:11]([c:12]2[cH:13][cH:14][cH:15][cH:16][cH:17]2)[c:18]2[cH:19][cH:20][cH:21][cH:22][cH:23]2)[cH:24][cH:25][cH:26][cH:27][cH:28]1>>[c:2]1([C:31]#[C:30][CH2:29][OH:32])[cH:3][c:4]([C:5]#[N:6])[cH:7][cH:8][cH:9]1. Starting materials: C#CCO, ClC(Cl)Cl, CCN(C(C)C)C(C)C, [Cu]I, N#Cc1cccc(I)c1, C1CCOC1, O=C(C=Cc1ccccc1)C=Cc1ccccc1, O=C(C=Cc1ccccc1)C=Cc1ccccc1, O=C(C=Cc1ccccc1)C=Cc1ccccc1, [Pd], [Pd], c1ccc(P(c2ccccc2)c2ccccc2)cc1. Product: N#Cc1cccc(C#CCO)c1.